Dataset: the Open Reaction Database (ORD), a public repository of structured organic reaction records. Task: describe an organic reaction: reactants, conditions, products, and yield Starting materials: ClC1=NC=C(C(=N1)N[C@@H](CO)CC)C1=CSC=C1 ((R)-2-(2-chloro-5-thiophen-3-yl-pyrimidine-4-ylamino)-butan-1-ol), NC1=CC(=C(C=C1)S(=O)(=NC(=O)OCC)C)Br ((RS)—S-(4-amino-2-bromphenyl)-N-(ethoxycarbonyl)-S-methylsulfoximide). Yields the product BrC1=C(C=CC(=C1)NC1=NC=C(C(=N1)N[C@H](CC)CO)C1=CSC=C1)S(=O)(=NC(=O)OCC)C ((RS)—S-{2-bromo-4-[(4-{[(R)-1-(hydroxymethyl)propyl]amino}-5-(3-thienyl)pyrimidine-2-yl)amino]phenyl}-N-(ethoxycarbonyl)-S-methylsulfoximide). Yield: 30.0%. RXN SMILES: Cl[C:2]1[N:7]=[C:6]([NH:8][C@H:9]([CH2:12][CH3:13])[CH2:10][OH:11])[C:5]([C:14]2[CH:18]=[CH:17][S:16][CH:15]=2)=[CH:4][N:3]=1.[NH2:19][C:20]1[CH:25]=[CH:24][C:23]([S:26]([CH3:34])(=[N:28][C:29]([O:31][CH2:32][CH3:33])=[O:30])=[O:27])=[C:22]([Br:35])[CH:21]=1>>[Br:35][C:22]1[CH:21]=[C:20]([NH:19][C:2]2[N:7]=[C:6]([NH:8][C@@H:9]([CH2:10][OH:11])[CH2:12][CH3:13])[C:5]([C:14]3[CH:18]=[CH:17][S:16][CH:15]=3)=[CH:4][N:3]=2)[CH:25]=[CH:24][C:23]=1[S:26]([CH3:34])(=[N:28][C:29]([O:31][CH2:32][CH3:33])=[O:30])=[O:27]. Procedure details: In the reaction of (R)-2-(2-chloro-5-thiophen-3-yl-pyrimidine-4-ylamino)-butan-1-ol (426 mg, 1.5 mmol) with (RS)—S-(4-amino-2-bromphenyl)-N-(ethoxycarbonyl)-S-methylsulfoximide (404 mg, 1.3 mmol) according to procedure 5b, the desired product is obtained in 30% yield (214 mg) after chromatographic purification (silica gel, dichloromethane/ethanol (0%-15% ethanol)). Starting materials: CCC1c2cccn2-c2cc(F)c(F)cc2N1S(=O)(=O)c1ccc(OC)c(C)c1, C1CCOC1, O=C=NS(=O)(=O)Cl, CN(C)C=O. Yields the product CCC1c2ccc(C#N)n2-c2cc(F)c(F)cc2N1S(=O)(=O)c1ccc(OC)c(C)c1. As a reaction SMILES: [CH2:1]([CH3:2])[CH:3]1[c:4]2[n:5]([cH:27][cH:28][cH:29]2)-[c:6]2[cH:7][c:8]([F:26])[c:9]([F:25])[cH:10][c:11]2[N:12]1[S:13](=[O:14])(=[O:15])[c:16]1[cH:17][c:18]([CH3:24])[c:19]([O:22][CH3:23])[cH:20][cH:21]1.[CH2:42]1[O:43][CH2:44][CH2:45][CH2:46]1.[Cl:30][S:31](=[O:33])([N:34]=[C:35]=[O:32])=[O:36].[O:37]=[CH:38][N:39]([CH3:40])[CH3:41]>>[CH2:1]([CH3:2])[CH:3]1[c:4]2[n:5]([c:27]([C:35]#[N:34])[cH:28][cH:29]2)-[c:6]2[cH:7][c:8]([F:26])[c:9]([F:25])[cH:10][c:11]2[N:12]1[S:13](=[O:14])(=[O:15])[c:16]1[cH:17][c:18]([CH3:24])[c:19]([O:22][CH3:23])[cH:20][cH:21]1. Reactants: Cl.NC1=CC2=C(CCN(CC2)C(CC)=O)S1 (2-amino-6-propionyl-5,6,7,8-tetrahydro-4H-thieno[2,3-d]azepine hydrochloride), [S-]C#N.[K+] (potassium thiocyanate), BrBr (bromine). The product is NC=1SC2=C(SC=3CCN(CCC32)C(CC)=O)N1 (2-Amino-7-propionyl-6,7,8,9-tetrahydro-5H-thiazolo[4',5':5,4]thieno[2,3-d]azepine). As a reaction SMILES: Cl.[NH2:2][C:3]1[S:16][C:6]2[CH2:7][CH2:8][N:9]([C:12](=[O:15])[CH2:13][CH3:14])[CH2:10][CH2:11][C:5]=2[CH:4]=1.[S-:17][C:18]#[N:19].[K+].BrBr>>[NH2:19][C:18]1[S:17][C:4]2[C:5]3[CH2:11][CH2:10][N:9]([C:12](=[O:15])[CH2:13][CH3:14])[CH2:8][CH2:7][C:6]=3[S:16][C:3]=2[N:2]=1 |f:0.1,2.3|. Reported procedure: This compound was prepared from 2-amino-6-propionyl-5,6,7,8-tetrahydro-4H-thieno[2,3-d]azepine hydrochloride, potassium thiocyanate and bromine analogous to Example 1. The reactants are CC(O)CN(C)CCCC(=O)OC(C)(C)C, C1CCOC1, CCCC[N+](CCCC)(CCCC)CCCC, CCOC(C)=O, COc1ccc(-c2c(-c3ccccc3F)oc3ncnc(Cl)c23)cc1, [H-], [I-], [Na+], O. Yields the product COc1ccc(-c2c(-c3ccccc3F)oc3ncnc(OC(C)CN(C)CCCC(=O)OC(C)(C)C)c23)cc1. Reaction SMILES: [C:3]([CH3:4])([CH3:5])([CH3:6])[O:7][C:8]([CH2:9][CH2:10][CH2:11][N:12]([CH3:13])[CH2:14][CH:15]([CH3:16])[OH:17])=[O:18].[CH2:45]1[O:46][CH2:47][CH2:48][CH2:49]1.[CH2:51]([N+:52]([CH2:53][CH2:54][CH2:55][CH3:56])([CH2:57][CH2:58][CH2:59][CH3:60])[CH2:61][CH2:62][CH2:63][CH3:64])[CH2:65][CH2:66][CH3:67].[CH3:68][CH2:69][O:70][C:71](=[O:72])[CH3:73].[Cl:19][c:20]1[c:21]2[c:22]([n:23][cH:24][n:25]1)[o:26][c:27](-[c:37]1[c:38]([F:43])[cH:39][cH:40][cH:41][cH:42]1)[c:28]2-[c:29]1[cH:30][cH:31][c:32]([O:35][CH3:36])[cH:33][cH:34]1.[H-:1].[I-:50].[Na+:2].[OH2:44]>>[C:3]([CH3:4])([CH3:5])([CH3:6])[O:7][C:8]([CH2:9][CH2:10][CH2:11][N:12]([CH3:13])[CH2:14][CH:15]([CH3:16])[O:17][c:20]1[c:21]2[c:22]([n:23][cH:24][n:25]1)[o:26][c:27](-[c:37]1[c:38]([F:43])[cH:39][cH:40][cH:41][cH:42]1)[c:28]2-[c:29]1[cH:30][cH:31][c:32]([O:35][CH3:36])[cH:33][cH:34]1)=[O:18]. Reactants: CO, COC(=O)c1ccc(C=Cc2ccccc2)c2ccccc12, ClCCl. Product: COC(=O)c1ccc(C=O)c2ccccc12. RXN SMILES: [CH3:26][OH:27].[CH:1](=[CH:2][c:3]1[cH:4][cH:5][cH:6][cH:7][cH:8]1)[c:9]1[cH:10][cH:11][c:12]([C:19](=[O:20])[O:21][CH3:22])[c:13]2[cH:14][cH:15][cH:16][cH:17][c:18]12.[Cl:23][CH2:24][Cl:25]>>[CH:1]([c:9]1[cH:10][cH:11][c:12]([C:19](=[O:20])[O:21][CH3:22])[c:13]2[cH:14][cH:15][cH:16][cH:17][c:18]12)=[O:27]. Starting materials: FC1=C(C=CC=C1)C1=CC(=CN1)C=O (5-(2-fluorophenyl)-1H-pyrrole-3-carbaldehyde), N1=C(C=CC=C1)S(=O)(=O)Cl (pyridine-2-sulfonyl chloride). Product: FC1=C(C=CC=C1)C1=CC(=CN1S(=O)(=O)C1=NC=CC=C1)C=O (5-(2-fluorophenyl)-1-(pyridin-2-ylsulfonyl)-1H-pyrrole-3-carbaldehyde), solid. Isolated yield 55.0%. As a reaction SMILES: [F:1][C:2]1[CH:7]=[CH:6][CH:5]=[CH:4][C:3]=1[C:8]1[NH:12][CH:11]=[C:10]([CH:13]=[O:14])[CH:9]=1.[N:15]1[CH:20]=[CH:19][CH:18]=[CH:17][C:16]=1[S:21](Cl)(=[O:23])=[O:22]>>[F:1][C:2]1[CH:7]=[CH:6][CH:5]=[CH:4][C:3]=1[C:8]1[N:12]([S:21]([C:16]2[CH:17]=[CH:18][CH:19]=[CH:20][N:15]=2)(=[O:23])=[O:22])[CH:11]=[C:10]([CH:13]=[O:14])[CH:9]=1. Procedure: By a similar reaction as in Reference Example 65 and using 5-(2-fluorophenyl)-1H-pyrrole-3-carbaldehyde (190 mg) and pyridine-2-sulfonyl chloride (231 mg), the title compound was obtained as a pale-red solid (yield 183 mg, 55%). Reactants: S1C(=NC=C1)NS(=O)(=O)C=1C=NC(=CC1)Cl (6-Chloro-pyridine-3-sulfonic thiazol-2-ylamide), N (Ammonia). Run in CO (methanol). Product: NC1=CC=C(C=N1)S(=O)(=O)NC=1SC=CN1 (6-amino-N-(thiazol-2-yl)pyridine-3-sulfonamide). Reaction SMILES: [S:1]1[CH:5]=[CH:4][N:3]=[C:2]1[NH:6][S:7]([C:10]1[CH:11]=[N:12][C:13](Cl)=[CH:14][CH:15]=1)(=[O:9])=[O:8].[NH3:17]>CO>[NH2:17][C:13]1[N:12]=[CH:11][C:10]([S:7]([NH:6][C:2]2[S:1][CH:5]=[CH:4][N:3]=2)(=[O:9])=[O:8])=[CH:15][CH:14]=1. Procedure: 6-Chloro-pyridine-3-sulfonic thiazol-2-ylamide (200 mg, 0.0007 mol) in 7 M of Ammonia in methanol (5.00 mL) was heated at 160° C. in a pressure bottle for ˜6 h. The reaction had to be stopped because the pressure was too high and some of the reaction solution was leaking. By LC/MS, reaction show ˜30% conversion. The reaction solution was concentrated and then purified on Gilson (Prep LC, reverse phase, Phenomenex 250×30 mm, 15 micron C18 column, 40 mL/min. Gradient, 85% A to 100% B over 25 min. ...